From a dataset of the Open Reaction Database (ORD), a public repository of structured organic reaction records. describe an organic reaction: reactants, conditions, products, and yield Reaction SMILES: [CH3:27][CH2:28][OH:29].[Cl:1][c:2]1[cH:3][cH:4][c:5]2[c:6]([O:20][CH:21]([CH3:22])[CH3:23])[cH:7][c:8]3[n:9]([c:10]2[cH:11]1)[cH:12][c:13]([C:15](=[O:16])[O:17][CH2:18][CH3:19])[n:14]3.[ClH:26].[Na+:25].[OH-:24]>>[Cl:1][c:2]1[cH:3][cH:4][c:5]2[c:6]([O:20][CH:21]([CH3:22])[CH3:23])[cH:7][c:8]3[n:9]([c:10]2[cH:11]1)[cH:12][c:13]([C:15](=[O:16])[OH:17])[n:14]3. Reactants: CCO, CCOC(=O)c1cn2c(cc(OC(C)C)c3ccc(Cl)cc32)n1, Cl, [Na+], [OH-]. Yields the product CC(C)Oc1cc2nc(C(=O)O)cn2c2cc(Cl)ccc12.